From a dataset of the Open Reaction Database (ORD), a public repository of structured organic reaction records. describe an organic reaction: reactants, conditions, products, and yield The reactants are [Na+], C1COCCO1, [OH-], CCOC(=O)COc1cccc2c1CCCC2CCOC(=O)N(c1ccccc1)c1ccccc1. Product: O=C(O)COc1cccc2c1CCCC2CCOC(=O)N(c1ccccc1)c1ccccc1. RXN SMILES: [Na+:37].[O:38]1[CH2:39][CH2:40][O:41][CH2:42][CH2:43]1.[OH-:36].[c:1]1([N:7]([C:8]([O:9][CH2:10][CH2:11][CH:12]2[CH2:13][CH2:14][CH2:15][c:16]3[c:17]([O:22][CH2:23][C:24](=[O:25])[O:26][CH2:27][CH3:28])[cH:18][cH:19][cH:20][c:21]32)=[O:29])[c:30]2[cH:31][cH:32][cH:33][cH:34][cH:35]2)[cH:2][cH:3][cH:4][cH:5][cH:6]1>>[c:1]1([N:7]([C:8]([O:9][CH2:10][CH2:11][CH:12]2[CH2:13][CH2:14][CH2:15][c:16]3[c:17]([O:22][CH2:23][C:24](=[O:25])[OH:26])[cH:18][cH:19][cH:20][c:21]32)=[O:29])[c:30]2[cH:31][cH:32][cH:33][cH:34][cH:35]2)[cH:2][cH:3][cH:4][cH:5][cH:6]1. Reactants: Nc1ccccc1C(=O)O, O=Cc1ccnc(O)c1. The product is O=C(O)c1ccccc1NCc1ccnc(O)c1. Reaction SMILES: [NH2:1][c:2]1[cH:3][cH:4][cH:5][cH:6][c:7]1[C:8]([OH:9])=[O:10].[OH:11][c:12]1[n:13][cH:14][cH:15][c:16]([CH:18]=[O:19])[cH:17]1>>[NH:1]([c:2]1[cH:3][cH:4][cH:5][cH:6][c:7]1[C:8]([OH:9])=[O:10])[CH2:18][c:16]1[cH:15][cH:14][n:13][c:12]([OH:11])[cH:17]1. The reactants are [F-].[Cs+] (Caesium fluoride), ClC1=CC(=C(C=C1C1=CC(=CC=C1)F)O)I (6-chloro-3′-fluoro-4-iodobiphenyl-3-ol), C(CCC)[Sn](C1=CN=NC=C1)(CCCC)CCCC (4-(tributylstannyl)pyridazine). Reagents/catalysts: [Cu](I)I (copper iodide), C=1C=CC(=CC1)/C=C/C(=O)/C=C/C2=CC=CC=C2.C=1C=CC(=CC1)/C=C/C(=O)/C=C/C2=CC=CC=C2.C=1C=CC(=CC1)/C=C/C(=O)/C=C/C2=CC=CC=C2.[Pd].[Pd] (Tris(dibenzylideneacetone)dipalladium). The solvent is C(C)#N (acetonitrile), C(C)(=O)OCC (ethyl acetate). Reaction conditions: temperature 80 celsius, time 3 hour. The product is ClC1=CC(=C(C=C1C1=CC(=CC=C1)F)O)C1=CN=NC=C1 (6-Chloro-3′-fluoro-4-(pyridazin-4-yl)biphenyl-3-ol). Isolated yield 85.4%. RXN SMILES: [F-].[Cs+].[Cl:3][C:4]1[C:9]([C:10]2[CH:15]=[CH:14][CH:13]=[C:12]([F:16])[CH:11]=2)=[CH:8][C:7]([OH:17])=[C:6](I)[CH:5]=1.C([Sn](CCCC)(CCCC)[C:24]1[CH:29]=[CH:28][N:27]=[N:26][CH:25]=1)CCC>C(#N)C.C(OCC)(=O)C.[Cu](I)I.C1C=CC(/C=C/C(/C=C/C2C=CC=CC=2)=O)=CC=1.C1C=CC(/C=C/C(/C=C/C2C=CC=CC=2)=O)=CC=1.C1C=CC(/C=C/C(/C=C/C2C=CC=CC=2)=O)=CC=1.[Pd].[Pd]>[Cl:3][C:4]1[C:9]([C:10]2[CH:15]=[CH:14][CH:13]=[C:12]([F:16])[CH:11]=2)=[CH:8][C:7]([OH:17])=[C:6]([C:24]2[CH:29]=[CH:28][N:27]=[N:26][CH:25]=2)[CH:5]=1 |f:0.1,7.8.9.10.11|. Reported procedure: Caesium fluoride (219 mg, 1.44 mmol) was added to a solution of 6-chloro-3′-fluoro-4-iodobiphenyl-3-ol (Preparation 99, 251 mg, 0.72 mmol) and 4-(tributylstannyl)pyridazine (345 mg, 0.93 mmol) in acetonitrile (5 mL). The reaction mixture was degassed and copper iodide (28 mg, 0.15 mmol) and tetrakistriphenylphosphinepalladium (0) (83 mg, 0.07 mmol) were added. The reaction mixture was stirred at 80° C. for 3 hours. The cooled reaction mixture was diluted with ethyl acetate (20 mL) and quenched w... Reactants: CC(=O)Oc1ccc(C(=O)O)cc1, CCOCC, C1CCC(NC2CCCCC2)CC1, ClCCl, O=S(Cl)Cl. The product is CC(=O)Oc1ccc(C(=O)Cl)cc1. Reaction SMILES: [C:14]([CH3:15])(=[O:16])[O:17][c:18]1[cH:19][cH:20][c:21]([C:22](=[O:23])[OH:24])[cH:25][cH:26]1.[CH2:34]([O:35][CH2:36][CH3:37])[CH3:38].[CH:1]1([NH:2][CH:3]2[CH2:4][CH2:5][CH2:6][CH2:7][CH2:8]2)[CH2:9][CH2:10][CH2:11][CH2:12][CH2:13]1.[Cl:31][CH2:32][Cl:33].[S:27]([Cl:28])([Cl:29])=[O:30]>>[C:14]([CH3:15])(=[O:16])[O:17][c:18]1[cH:19][cH:20][c:21]([C:22](=[O:23])[Cl:29])[cH:25][cH:26]1. Reactants: COC1=CC=C2CCC(NC2=C1)=O (7-Methoxy-3,4-dihydroquinolin-2(1H)-one), CS(=O)(=O)OCCN1CCC(CC1)NC(=O)OC(C)(C)C (2-{4-[(tert-butoxycarbonyl)amino]piperidin-1-yl}ethyl methanesulfonate), CS(=O)(=O)OCCN1CCC(CC1)NC(=O)OC(C)(C)C (2-{4-[(tert-butoxycarbonyl)amino]piperidin-1-yl}ethyl methanesulfonate), COC1=CC=C2CCC(NC2=C1)=O (7-Methoxy-3,4-dihydroquinolin-2(1H)-one), [H-].[Na+] (sodium hydride), COC1=CC=C2C=CC(N(C2=C1)CCN1CCC(CC1)NC(OC(C)(C)C)=O)=O (tert-butyl {1-[2-(7-methoxy-2-oxoquinolin-1(2H)-yl)ethyl]piperidin-4-yl}carbamate). Run in CC(=O)C.ClCCl (acetone dichloromethane), C(C)(=O)OCC (ethyl acetate). Yields the product COC1=CC=C2CCC(N(C2=C1)CCN1CCC(CC1)NC(OC(C)(C)C)=O)=O (tert-Butyl {1-[2-(7-methoxy-2-oxo-3,4-dihydroquinolin-1(2H)-yl)ethyl]piperidin-4-yl}carbamate). RXN SMILES: COC1C=C2C(CCC(=O)N2)=CC=1.[H-].[Na+].CS(OCCN1CCC(NC(OC(C)(C)C)=O)CC1)(=O)=O.[CH3:37][O:38][C:39]1[CH:48]=[C:47]2[C:42]([CH:43]=[CH:44][C:45](=[O:65])[N:46]2[CH2:49][CH2:50][N:51]2[CH2:56][CH2:55][CH:54]([NH:57][C:58](=[O:64])[O:59][C:60]([CH3:63])([CH3:62])[CH3:61])[CH2:53][CH2:52]2)=[CH:41][CH:40]=1>CC(C)=O.ClCCl.C(OCC)(=O)C>[CH3:37][O:38][C:39]1[CH:48]=[C:47]2[C:42]([CH2:43][CH2:44][C:45](=[O:65])[N:46]2[CH2:49][CH2:50][N:51]2[CH2:52][CH2:53][CH:54]([NH:57][C:58](=[O:64])[O:59][C:60]([CH3:61])([CH3:63])[CH3:62])[CH2:55][CH2:56]2)=[CH:41][CH:40]=1 |f:1.2,5.6|. Procedure: 7-Methoxy-3,4-dihydroquinolin-2(1H)-one (Intermediate 33) (300 mg, 1.78 mmol) was deprotonated with sodium hydride (75 mg, 60% in oil, 1.86 mmol) and alkylated with 2-{4-[(tert-butoxycarbonyl)amino]piperidin-1-yl}ethyl methanesulfonate (Intermediate 6) (2.03 mmol) as described for Intermediate 2. Chromatography on silica gel eluting with ethyl acetate and then acetone/dichloromethane (4:1) gave the product as a colorless oil, 559 mg (82%). The reactants are CC1=C(N=C(O1)C1(CCCCC1)C)CC(=O)OC (methyl 5-methyl-2-(1-methylcyclohexyl)-4-oxazoleacetate), [OH-].[Na+] (sodium hydroxide), Cl (hydrochloric acid). Run in O (water), C(C)O (ethanol). Reaction conditions: time 30 minute. The product is N1CCOCC1.CC1=C(N=C(O1)C1(CCCCC1)C)CC(=O)O (5-methyl-2-(1-methylcyclohexyl)-4-oxazoleacetic acid morpholine salt). Reaction SMILES: [CH3:1][C:2]1[O:6][C:5]([C:7]2([CH3:13])[CH2:12][CH2:11][CH2:10][CH2:9][CH2:8]2)=[N:4][C:3]=1[CH2:14][C:15]([O:17]C)=[O:16].[OH-].[Na+].Cl>C(O)C.O>[NH:4]1[CH2:3][CH2:2][O:6][CH2:5][CH2:7]1.[CH3:1][C:2]1[O:6][C:5]([C:7]2([CH3:13])[CH2:12][CH2:11][CH2:10][CH2:9][CH2:8]2)=[N:4][C:3]=1[CH2:14][C:15]([OH:17])=[O:16] |f:1.2,6.7|. Procedure details: To a solution of methyl 5-methyl-2-(1-methylcyclohexyl)-4-oxazoleacetate (64.3 g) in ethanol (100 ml) was added 2N sodium hydroxide (170 ml). The mixture was stirred at room temperature for 30 minutes, diluted with water, adjusted to pH 2 with hydrochloric acid and extracted with ethyl ether. The ethyl ether layer was washed with water and dried over anhydrous magnesium sulfate. The magnesium sulfate was filtered off and morpholine (23 ml) was added. The resulting crystalline precipitate was col... The reactants are Cl (hydrogen chloride), N=1N=C(N2C1C=CC=C2)C2=NC1=C(C=CC=C1C=C2)O[C@@H]2[C@@H](CN(CC2)C(=O)OCC2=CC=CC=C2)F ((cis)-benzyl 4-(2-([1,2,4]triazolo[4,3-a]pyridin-3-yl)quinolin-8-yloxy)-3-fluoropiperidine-1-carboxylate), C(=O)(O)[O-].[Na+] (NaHCO3). The solvent is O1CCOCC1 (dioxane). Conditions: temperature 100 celsius. Product: N=1N=C(N2C1C=CC=C2)C2=NC1=C(C=CC=C1C=C2)O[C@@H]2[C@@H](CNCC2)F (2-([1,2,4]triazolo[4,3-a]pyridin-3-yl)-8-((cis)-3-fluoropiperidin-4-yloxy)quinoline). As a reaction SMILES: [N:1]1[N:2]=[C:3]([C:10]2[CH:19]=[CH:18][C:17]3[C:12](=[C:13]([O:20][C@H:21]4[CH2:26][CH2:25][N:24](C(OCC5C=CC=CC=5)=O)[CH2:23][C@H:22]4[F:37])[CH:14]=[CH:15][CH:16]=3)[N:11]=2)[N:4]2[CH:9]=[CH:8][CH:7]=[CH:6][C:5]=12.Cl.C([O-])(O)=O.[Na+]>O1CCOCC1>[N:1]1[N:2]=[C:3]([C:10]2[CH:19]=[CH:18][C:17]3[C:12](=[C:13]([O:20][C@H:21]4[CH2:26][CH2:25][NH:24][CH2:23][C@H:22]4[F:37])[CH:14]=[CH:15][CH:16]=3)[N:11]=2)[N:4]2[CH:9]=[CH:8][CH:7]=[CH:6][C:5]=12 |f:2.3|. Procedure details: Enantiomer 1 of (cis)-benzyl 4-(2-([1,2,4]triazolo[4,3-a]pyridin-3-yl)quinolin-8-yloxy)-3-fluoropiperidine-1-carboxylate (0.185 g, 0.372 mmol) was dissolved in dioxane (4.6 mL) and treated with 6 M hydrogen chloride (4.65 mL, 27.9 mmol) and the reaction mixture was heated at 100° C. for 2 hours. The reaction was cooled and carefully neutralized with solid NaHCO3. The resulting aqueous layer (pH 8-9) was extracted four times with methylene chloride and the resulting organic layers were combined a...